From a dataset of the Open Reaction Database (ORD), a public repository of structured organic reaction records. describe an organic reaction: reactants, conditions, products, and yield Reactants: C12(CC1)OC1=C(C=C2)C=C(C=C1)C(=O)O (spiro[2H-1-benzopyran-2,1′-cyclopropane]-6-carboxylic acid), COC(CC1=C(C=C(C=C1)C#CC=1C=C(C2=C(C(CC3(CC3)O2)(C)C)C1)C1CC1)F)=O (4-[(8-cyclopropyl-3,4-dihydro-4,4-dimethylspiro[2H-1-benzopyran-2,1′-cyclopropane]-6-yl)ethynyl]-2-fluoro-benzeneacetic acid methyl ester), COC(CC1=C(C=C(C=C1)C#CC=1C=C(C2=C(C(CC3(CC3)O2)(C)C)C1)C1CC1)F)=O (4-[(8-cyclopropyl-3,4-dihydro-4,4-dimethylspiro[2H-1-benzopyran-2,1′-cyclopropane]-6-yl)ethynyl]-2-fluoro-benzeneacetic acid methyl ester), tert-butyl-3-hydroxy phenyl acetate, C(C)(C)(C)OC(CC1=CC(=CC=C1)O)=O (3-Hydroxy phenyl acetic acid-t-butyl ester), Cl.CN(CCCN=C=NCC)C (1-(3-dimethylaminopropyl)-3-ethylcarbodiimide hydrochloride). Reagents/catalysts: CN(C1=CC=NC=C1)C (4-dimethylaminopyridine). The solvent is C(C)(=O)OCC (ethyl acetate), ClCCl (dichloromethane), CCCCCC (hexane). Run at time 8 hour. The product is C(C)C=1C=C(C=C2C(CC(OC12)(C)C)(C)C)C#CC1=CC=C(C=C1)CC(=O)O ([4-(8-Ethyl-2,2,4,4-tetramethyl-chroman-6-yl-ethynyl)phenyl] acetic acid). As a reaction SMILES: C12(C=CC3C=C(C(O)=O)C=CC=3O1)CC2.C[O:17][C:18](=[O:46])[CH2:19][C:20]1[CH:25]=[CH:24][C:23]([C:26]#[C:27][C:28]2[CH:29]=[C:30]([CH:42]3C[CH2:43]3)[C:31]3[O:38][C:35]4([CH2:37][CH2:36]4)[CH2:34][C:33]([CH3:40])([CH3:39])[C:32]=3[CH:41]=2)=[CH:22][C:21]=1F.C(OC(=O)CC1C=CC=C(O)C=1)(C)(C)C.Cl.CN(C)CCCN=C=NCC>ClCCl.CN(C)C1C=CN=CC=1.CCCCCC.C(OCC)(=O)C>[CH2:42]([C:30]1[CH:29]=[C:28]([C:27]#[C:26][C:23]2[CH:24]=[CH:25][C:20]([CH2:19][C:18]([OH:46])=[O:17])=[CH:21][CH:22]=2)[CH:41]=[C:32]2[C:31]=1[O:38][C:35]([CH3:36])([CH3:37])[CH2:34][C:33]2([CH3:40])[CH3:39])[CH3:43] |f:3.4|. Reported procedure: A solution of spiro[2H-1-benzopyran-2,1′-cyclopropane]-6-carboxylic acid, 8-cyclopropyl-3,4-dihydro-4,4-dimethyl- (Intermediate 49, 0.05 g, 0.18 mmol) in anhydrous dichloromethane (5 mL) was treated with tert-butyl-3-hydroxy phenyl acetate (Reagent F, 0.04 g, 0.18 mmol) followed by 1-(3-dimethylaminopropyl)-3-ethylcarbodiimide hydrochloride (0.029 g, 0.1 mmol) and 4-dimethylaminopyridine (0.022 g, 0.18 mmol). The resulting solution was stirred at ambient temperature overnight. The reaction mixtu... Reactants: solution, [H-].[Al+3].[Li+].[H-].[H-].[H-] (lithium aluminum hydride), C(C1=CC=CC=C1)NC=1C2=CC=C(C=C2N=C2CCCC(C12)=O)F (9-benzylamino-3,4-dihydro-6-fluoroacridin-1(2H)-one). The solvent is C1CCOC1 (THF), O1CCCC1 (tetrahydrofuran). Conditions: time 1 hour. Yields the product C(C1=CC=CC=C1)NC=1C2=CC=C(C=C2N=C2CCCC(C12)O)F (9-Benzylamino-6-fluoro-1,2,3,4-tetrahydroacridin-1-ol). As a reaction SMILES: [CH2:1]([NH:8][C:9]1[C:10]2[C:15]([N:16]=[C:17]3[C:22]=1[C:21](=[O:23])[CH2:20][CH2:19][CH2:18]3)=[CH:14][C:13]([F:24])=[CH:12][CH:11]=2)[C:2]1[CH:7]=[CH:6][CH:5]=[CH:4][CH:3]=1.[H-].[Al+3].[Li+].[H-].[H-].[H-]>O1CCCC1>[CH2:1]([NH:8][C:9]1[C:10]2[C:15]([N:16]=[C:17]3[C:22]=1[CH:21]([OH:23])[CH2:20][CH2:19][CH2:18]3)=[CH:14][C:13]([F:24])=[CH:12][CH:11]=2)[C:2]1[CH:3]=[CH:4][CH:5]=[CH:6][CH:7]=1 |f:1.2.3.4.5.6|. Procedure details: To a cooled suspension of 4.85 g of 9-benzylamino-3,4-dihydro-6-fluoroacridin-1(2H)-one in 80 ml of tetrahydrofuran was added 7.5 ml of 1 molar solution of lithium aluminum hydride in THF. This was stirred for 1 hour. The reactants are [H-].[Na+] (Sodium hydride), CS(=O)(=O)OC(CO[Si](C)(C)C(C)(C)C)CC(C=1NC(=C2C1N(C(N(C2=O)C)=O)C)C2=CC(=CC=C2)F)C=2SC=C(N2)Cl (1-((tert-butyldimethylsilyl)oxy)-4-(4-chlorothiazol-2-yl)-4-(5-(3-fluorophenyl)-1,3-dimethyl-2,4-dioxo-2,3,4,6-tetrahydro-1H-pyrrolo[3,4-d]pyrimidin-7-yl)butan-2-yl methanesulfonate). Solvent: C1CCOC1 (THF). Conditions: time 35 minute. Yields the product [Si](C)(C)(C(C)(C)C)OCC1N2C(=C3C(=C2C(C1)C=1SC=C(N1)Cl)N(C(N(C3=O)C)=O)C)C3=CC(=CC=C3)F (7-(((tert-Butyldimethylsilyl)oxy)methyl)-9-(4-chlorothiazol-2-yl)-5-(3-fluorophenyl)-1,3-dimethyl-8,9-dihydro-1H-pyrimido[4,5-a]pyrrolizine-2,4(3H,7H)-dione). Reaction SMILES: [H-].[Na+].CS(O[CH:8]([CH2:18][CH:19]([C:40]1[S:41][CH:42]=[C:43]([Cl:45])[N:44]=1)[C:20]1[NH:21][C:22]([C:33]2[CH:38]=[CH:37][CH:36]=[C:35]([F:39])[CH:34]=2)=[C:23]2[C:28](=[O:29])[N:27]([CH3:30])[C:26](=[O:31])[N:25]([CH3:32])[C:24]=12)[CH2:9][O:10][Si:11]([C:14]([CH3:17])([CH3:16])[CH3:15])([CH3:13])[CH3:12])(=O)=O>C1COCC1>[Si:11]([O:10][CH2:9][CH:8]1[CH2:18][CH:19]([C:40]2[S:41][CH:42]=[C:43]([Cl:45])[N:44]=2)[C:20]2[N:21]1[C:22]([C:33]1[CH:38]=[CH:37][CH:36]=[C:35]([F:39])[CH:34]=1)=[C:23]1[C:28](=[O:29])[N:27]([CH3:30])[C:26](=[O:31])[N:25]([CH3:32])[C:24]1=2)([C:14]([CH3:15])([CH3:16])[CH3:17])([CH3:12])[CH3:13] |f:0.1|. Procedure details: Sodium hydride (127 mg, 3.18 mmol) was added to a solution of 1-((tert-butyldimethylsilyl)oxy)-4-(4-chlorothiazol-2-yl)-4-(5-(3-fluorophenyl)-1,3-dimethyl-2,4-dioxo-2,3,4,6-tetrahydro-1H-pyrrolo[3,4-d]pyrimidin-7-yl)butan-2-yl methanesulfonate (712 mg, 1.061 mmol) in THF (30 mL). The mixture was stirred at room temperature for 35 mins. The reaction was quenched with water and extracted with DCM (3×). The combined organic extracts were passed through a hydrophobic frit and evaporated under vacuum... Reactants: CCOC(=O)c1coc(-c2ccc(CCl)cc2)n1, [H-], [Na+], CN(C)C=O, c1ccc2[nH]cnc2c1. As a reaction SMILES: [Cl:12][CH2:13][c:14]1[cH:15][cH:16][c:17](-[c:20]2[o:21][cH:22][c:23]([C:25](=[O:26])[O:27][CH2:28][CH3:29])[n:24]2)[cH:18][cH:19]1.[H-:10].[Na+:11].[O:30]=[CH:31][N:32]([CH3:33])[CH3:34].[n:1]1[cH:2][nH:3][c:4]2[c:5]1[cH:6][cH:7][cH:8][cH:9]2>>[n:1]1([CH2:13][c:14]2[cH:15][cH:16][c:17](-[c:20]3[o:21][cH:22][c:23]([C:25](=[O:26])[O:27][CH2:28][CH3:29])[n:24]3)[cH:18][cH:19]2)[cH:2][n:3][c:4]2[c:5]1[cH:6][cH:7][cH:8][cH:9]2. The product is CCOC(=O)c1coc(-c2ccc(Cn3cnc4ccccc43)cc2)n1. Reactants: C1CCNC1, ClCCl, ClCc1cc(-c2ccccc2)ccn1, Cl, [K+], [OH-], O. Product: c1ccc(-c2ccnc(CN3CCCC3)c2)cc1. Reaction SMILES: [CH2:16]1[CH2:17][CH2:18][NH:19][CH2:20]1.[Cl:23][CH2:24][Cl:25].[Cl:2][CH2:3][c:4]1[n:5][cH:6][cH:7][c:8](-[c:10]2[cH:11][cH:12][cH:13][cH:14][cH:15]2)[cH:9]1.[ClH:1].[K+:22].[OH-:21].[OH2:26]>>[CH2:3]([c:4]1[n:5][cH:6][cH:7][c:8](-[c:10]2[cH:11][cH:12][cH:13][cH:14][cH:15]2)[cH:9]1)[N:19]1[CH2:18][CH2:17][CH2:16][CH2:20]1.